This data is from the Open Reaction Database (ORD), a public repository of structured organic reaction records. The task is: describe an organic reaction: reactants, conditions, products, and yield Reactants: Cc1cccs1, [Cl-], ClCC(Cl)(Cl)Cl, Cl, CCc1ccc(O)c(C(=O)Cl)c1. The product is CCc1ccc(O)c(C(=O)c2ccc(C)s2)c1. As a reaction SMILES: [CH3:13][c:14]1[s:15][cH:16][cH:17][cH:18]1.[Cl-:19].[Cl:21][CH2:22][C:23]([Cl:24])([Cl:25])[Cl:26].[ClH:20].[OH:1][c:2]1[c:3]([C:4](=[O:5])[Cl:6])[cH:7][c:8]([CH2:11][CH3:12])[cH:9][cH:10]1>>[OH:1][c:2]1[c:3]([C:4](=[O:5])[c:16]2[s:15][c:14]([CH3:13])[cH:18][cH:17]2)[cH:7][c:8]([CH2:11][CH3:12])[cH:9][cH:10]1. The reactants are [OH-].C(CCCCC)[N+](C)(C)C (Hexyltrimethylammonium hydroxide), C(C)O[Si](OCC)(OCC)OCC (tetraethylorthosilicate). Run in O (water). Product: [Si]([O-])([O-])([O-])[O-].C(CCCCC)[N+](C)(C)C.C(CCCCC)[N+](C)(C)C.C(CCCCC)[N+](C)(C)C.C(CCCCC)[N+](C)(C)C (Hexyltrimethylammonium Silicate). As a reaction SMILES: [OH-].[CH2:2]([N+:8]([CH3:11])([CH3:10])[CH3:9])[CH2:3][CH2:4][CH2:5][CH2:6][CH3:7].C([O:14][Si:15]([O:22]CC)([O:19]CC)[O:16]CC)C>O>[Si:15]([O-:22])([O-:19])([O-:16])[O-:14].[CH2:2]([N+:8]([CH3:11])([CH3:10])[CH3:9])[CH2:3][CH2:4][CH2:5][CH2:6][CH3:7].[CH2:2]([N+:8]([CH3:11])([CH3:10])[CH3:9])[CH2:3][CH2:4][CH2:5][CH2:6][CH3:7].[CH2:2]([N+:8]([CH3:11])([CH3:10])[CH3:9])[CH2:3][CH2:4][CH2:5][CH2:6][CH3:7].[CH2:2]([N+:8]([CH3:11])([CH3:10])[CH3:9])[CH2:3][CH2:4][CH2:5][CH2:6][CH3:7] |f:0.1,4.5.6.7.8|. Procedure: Hexyltrimethylammonium hydroxide, (30.03%), 492.96 g, was diluted with 1073.86 g deionized water and to it there were added 650.0 g of tetraethylorthosilicate, (98%) with stirring. After hydrolysis was complete, the solution was placed on a rotary evaporator to remove the alcohol. A total of 518.6 g of liquid was removed, after which 150 g of deionized water was added. Elemental analysis showed the solution to contain 5.10 wt % Si. Starting materials: OC(C#CC(=O)OC)\C=C\C1=CC=C(C=C1)OC (methyl (E)-4-hydroxy-6-(4-methoxyphenyl)-5-hexen-2-ynoate), C12NCCCCC2=NCCC1 (2,8-diazabicyclo[5.4.0]undec-7-ene), Cl (hydrochloric acid). Run in C(Cl)Cl (methylene chloride). Product: COC1=CC=C(C=C1)/C=C/C(/C=C/C(=O)OC)=O (methyl (E,E)-6-(4-methoxyphenyl)-4-oxo-2,5-hexadienoate). As a reaction SMILES: [OH:1][CH:2](/[CH:9]=[CH:10]/[C:11]1[CH:16]=[CH:15][C:14]([O:17][CH3:18])=[CH:13][CH:12]=1)[C:3]#[C:4][C:5]([O:7][CH3:8])=[O:6].C12CCCN=C1CCCCN2.Cl>C(Cl)Cl>[CH3:18][O:17][C:14]1[CH:13]=[CH:12][C:11](/[CH:10]=[CH:9]/[C:2](=[O:1])/[CH:3]=[CH:4]/[C:5]([O:7][CH3:8])=[O:6])=[CH:16][CH:15]=1. Procedure: A solution of 20 g (8.12 mmol) of methyl (E)-4-hydroxy-6-(4-methoxyphenyl)-5-hexen-2-ynoate and 62 mg (~5 mol %) of 2,8-diazabicyclo[5.4.0]undec-7-ene in 80 ml of methylene chloride was stirred at 0° under argon for 35 hours. Thereafter, 25 ml of 0.1N hydrochloric acid were added and the phases are separated. The aqueous phase was extracted twice with 25 ml of methylene chloride. The combined organic fractions were dried over magnesium sulphate, filtered and evaporated. The residue was chromatog... Starting materials: Cl.COC1=C(CN[C@@H]2[C@@H](N(CCC2)CCCCNC=2SC=CN2)C2=CC=CC=C2)C=CC=C1 ((2S,3S)-3-(2-Methoxybenzyl)amino-2-phenyl-1-[4-(thiazol-2-yl)aminobutyl]piperidine Hydrochloride), BrC=1SC=CN1 (2-bromothiazole), ClC=1OC2=C(N1)C=CC=C2 (2-chlorobenzoxazole). Product: Cl.O1C(=NC2=C1C=CC=C2)NCCCCN2[C@H]([C@H](CCC2)NCC2=C(C=CC=C2)OC)C2=CC=CC=C2 (cis-1-[4-(Benzoxazol-2-yl)aminobutyl]-3-(2-methoxybenzyl)amino-2-phenylpiperidine Hydrochloride). Reaction SMILES: Cl.[CH3:2][O:3][C:4]1[CH:33]=[CH:32][CH:31]=[CH:30][C:5]=1[CH2:6][NH:7][C@H:8]1[CH2:13][CH2:12][CH2:11][N:10]([CH2:14][CH2:15][CH2:16][CH2:17][NH:18]C2SC=CN=2)[C@H:9]1[C:24]1[CH:29]=[CH:28][CH:27]=[CH:26][CH:25]=1.BrC1SC=CN=1.[Cl:40][C:41]1[O:42][C:43]2[CH:49]=[CH:48][CH:47]=[CH:46][C:44]=2[N:45]=1>>[ClH:40].[O:42]1[C:43]2[CH:49]=[CH:48][CH:47]=[CH:46][C:44]=2[N:45]=[C:41]1[NH:18][CH2:17][CH2:16][CH2:15][CH2:14][N:10]1[CH2:11][CH2:12][CH2:13][C@H:8]([NH:7][CH2:6][C:5]2[CH:30]=[CH:31][CH:32]=[CH:33][C:4]=2[O:3][CH3:2])[C@@H:9]1[C:24]1[CH:25]=[CH:26][CH:27]=[CH:28][CH:29]=1 |f:0.1,4.5|. Procedure: The title compound was prepared in a similar manner to the compound of Example 1 by replacing (2S, 3S)-3-(2-methoxybenzyl)amino-2-phenylpiperidine with the corresponding racemate and 2-bromothiazole with 2-chlorobenzoxazole; mp 158°-160° C. (dec.) 1H NMR (CDCl3) 67 1.58 (m, 5H), 1.90 (m, 1H), 2.04 (m, 4H), 2.20 (m, 1H), 2.56 (m, 1H), 2.71 (d, 1H, J=2), 3.25 (m, 1H), 3.38 (m, 5H), 3.57 (d, 1H, J=15), 3.96 (d, 1H, J=15), 6.60 (d, 1H, J=6), 6.76 (t, 1H, J=6), 6.96 (m, 2H), 7.12 (m, 3H), 7.28 (m, 6H... Starting materials: BrCc1ccccc1, O=C([O-])[O-], Cc1c(N2CCOCC2)oc2c(C)c(O)ccc2c1=O, CC#N, [K+], [K+]. The product is Cc1c(N2CCOCC2)oc2c(C)c(OCc3ccccc3)ccc2c1=O. As a reaction SMILES: [Br:27][CH2:28][c:29]1[cH:30][cH:31][cH:32][cH:33][cH:34]1.[C:21](=[O:22])([O-:23])[O-:24].[CH3:1][c:2]1[c:3]([N:15]2[CH2:16][CH2:17][O:18][CH2:19][CH2:20]2)[o:4][c:5]2[c:6]([c:7]1=[O:8])[cH:9][cH:10][c:11]([OH:14])[c:12]2[CH3:13].[CH3:35][C:36]#[N:37].[K+:25].[K+:26]>>[CH3:1][c:2]1[c:3]([N:15]2[CH2:16][CH2:17][O:18][CH2:19][CH2:20]2)[o:4][c:5]2[c:6]([c:7]1=[O:8])[cH:9][cH:10][c:11]([O:14][CH2:28][c:29]1[cH:30][cH:31][cH:32][cH:33][cH:34]1)[c:12]2[CH3:13]. Starting materials: [BH3-]C#N, CCCCCCCN=Cc1ccc(CC(OCC)C(=O)OC)cc1, CO, CCOC(C)=O, Cl, [Na+]. Yields the product CCCCCCCNCc1ccc(CC(OCC)C(=O)OC)cc1. As a reaction SMILES: [C:26]([BH3-:27])#[N:28].[CH2:1]([CH3:2])[O:3][CH:4]([C:5](=[O:6])[O:7][CH3:8])[CH2:9][c:10]1[cH:11][cH:12][c:13]([CH:16]=[N:17][CH2:18][CH2:19][CH2:20][CH2:21][CH2:22][CH2:23][CH3:24])[cH:14][cH:15]1.[CH3:30][OH:31].[CH3:32][CH2:33][O:34][C:35](=[O:36])[CH3:37].[ClH:25].[Na+:29]>>[CH2:1]([CH3:2])[O:3][CH:4]([C:5](=[O:6])[O:7][CH3:8])[CH2:9][c:10]1[cH:11][cH:12][c:13]([CH2:16][NH:17][CH2:18][CH2:19][CH2:20][CH2:21][CH2:22][CH2:23][CH3:24])[cH:14][cH:15]1. The reactants are CNCCCN (N-methyl-1,3-propanediamine), C1(=CC=C(C=C1)S(=O)(=O)Cl)C (p-toluenesulfonyl chloride), O (water). Solvent: CN(C=O)C (N,N-dimethylformamide), CN(C=O)C (N,N-dimethylformamide). Conditions: time 45 minute. The product is CN(S(=O)(=O)C1=CC=C(C=C1)C)CCCNS(=O)(=O)C1=CC=C(C=C1)C (N-Methyl-N,N'-trimethylenebis-p-toluenesulfonamide). Isolated yield 79.0%. As a reaction SMILES: [C:1]1([CH3:11])[CH:6]=[CH:5][C:4]([S:7](Cl)(=[O:9])=[O:8])=[CH:3][CH:2]=1.[CH3:12][NH:13][CH2:14][CH2:15][CH2:16][NH2:17].[OH2:18]>CN(C)C=O>[CH3:12][N:13]([CH2:14][CH2:15][CH2:16][NH:17][S:7]([C:4]1[CH:5]=[CH:6][C:1]([CH3:11])=[CH:2][CH:3]=1)(=[O:8])=[O:18])[S:7]([C:4]1[CH:5]=[CH:6][C:1]([CH3:11])=[CH:2][CH:3]=1)(=[O:9])=[O:8]. Procedure details: --A freshly prepared solution of p-toluenesulfonyl chloride (90.8 g, 0.476 mole) in N,N-dimethylformamide (200 ml) is added during 45 min. with moderate external cooling to a stirred solution of N-methyl-1,3-propanediamine (41.9 g, 0.476 mole) in N,N-dimethylformamide (150 ml) at such a rate that the temperature does not exceed 40° C. The mixture is stirred 45 min. longer at room temperature and then poured into cold water (1.2 1.). The white gum that precipitated, solidifies on standing. The cr... Starting materials: CC(=O)O, [H][H], N, O, CCCCCCCCCCC(O)c1ccc(CC(=O)OCC)cc1. The product is CCCCCCCCCCCc1ccc(CC(=O)OCC)cc1. Reaction SMILES: [CH3:29][C:30](=[O:31])[OH:32].[H:25][H:26].[NH3:28].[OH2:27].[OH:1][CH:2]([CH2:3][CH2:4][CH2:5][CH2:6][CH2:7][CH2:8][CH2:9][CH2:10][CH2:11][CH3:12])[c:13]1[cH:14][cH:15][c:16]([CH2:19][C:20](=[O:21])[O:22][CH2:23][CH3:24])[cH:17][cH:18]1>>[CH2:2]([CH2:3][CH2:4][CH2:5][CH2:6][CH2:7][CH2:8][CH2:9][CH2:10][CH2:11][CH3:12])[c:13]1[cH:14][cH:15][c:16]([CH2:19][C:20](=[O:21])[O:22][CH2:23][CH3:24])[cH:17][cH:18]1. Starting materials: CCOCC, [N-]=[N+]=[N-], [Na+], CN(C)C=O, O, c1ccc(C(Oc2cccc3sccc23)C2CO2)cc1. Yields the product [N-]=[N+]=NCC(O)C(Oc1cccc2sccc12)c1ccccc1. RXN SMILES: [CH3:30][CH2:31][O:32][CH2:33][CH3:34].[N-:21]=[N+:22]=[N-:23].[Na+:24].[O:25]=[CH:26][N:27]([CH3:28])[CH3:29].[OH2:35].[s:1]1[c:2]2[c:3]([cH:4][cH:5]1)[c:6]([O:10][CH:11]([CH:12]1[O:13][CH2:14]1)[c:15]1[cH:16][cH:17][cH:18][cH:19][cH:20]1)[cH:7][cH:8][cH:9]2>>[s:1]1[c:2]2[c:3]([cH:4][cH:5]1)[c:6]([O:10][CH:11]([CH:12]([OH:13])[CH2:14][N:21]=[N+:22]=[N-:23])[c:15]1[cH:16][cH:17][cH:18][cH:19][cH:20]1)[cH:7][cH:8][cH:9]2. The reactants are COc1ccc2c(OC(C)Cn3cc(Br)ccc3=O)ccnc2c1, O=C([O-])[O-], COCCOC, [Na+], [Na+], OB(O)c1cccs1. Yields the product COc1ccc2c(OC(C)Cn3cc(-c4cccs4)ccc3=O)ccnc2c1. RXN SMILES: [Br:1][c:2]1[cH:3][cH:4][c:5](=[O:24])[n:6]([CH2:8][CH:9]([CH3:10])[O:11][c:12]2[cH:13][cH:14][n:15][c:16]3[cH:17][c:18]([O:22][CH3:23])[cH:19][cH:20][c:21]23)[cH:7]1.[C:33](=[O:34])([O-:35])[O-:36].[CH3:39][O:40][CH2:41][CH2:42][O:43][CH3:44].[Na+:37].[Na+:38].[s:25]1[c:26]([B:30]([OH:31])[OH:32])[cH:27][cH:28][cH:29]1>>[c:2]1(-[c:26]2[s:25][cH:29][cH:28][cH:27]2)[cH:3][cH:4][c:5](=[O:24])[n:6]([CH2:8][CH:9]([CH3:10])[O:11][c:12]2[cH:13][cH:14][n:15][c:16]3[cH:17][c:18]([O:22][CH3:23])[cH:19][cH:20][c:21]23)[cH:7]1.